From a dataset of the Open Reaction Database (ORD), a public repository of structured organic reaction records. describe an organic reaction: reactants, conditions, products, and yield Procedure: 2 G. of 1-amino-4-methylsulfonyl-2-nitrobenzene is treated in 200 ml. methanol with hydrogen at 4 atmospheres pressure in the presence of Raney nickel catalyst. The catalyst is removed by filtration and the filtrate concentrated to yield pure 1,2-diamino-4-methylsulfonylbenzene. Product: NC1=C(C=C(C=C1)S(=O)(=O)C)N (1,2-diamino-4-methylsulfonylbenzene). As a reaction SMILES: [NH2:1][C:2]1[CH:7]=[CH:6][C:5]([S:8]([CH3:11])(=[O:10])=[O:9])=[CH:4][C:3]=1[N+:12]([O-])=O.[H][H]>[Ni].CO>[NH2:1][C:2]1[CH:7]=[CH:6][C:5]([S:8]([CH3:11])(=[O:10])=[O:9])=[CH:4][C:3]=1[NH2:12]. The solvent is CO (methanol). The reagents and catalysts are [Ni] (Raney nickel). The reactants are NC1=C(C=C(C=C1)S(=O)(=O)C)[N+](=O)[O-] (1-amino-4-methylsulfonyl-2-nitrobenzene), [H][H] (hydrogen). Reactants: Cl.NC=1N=CNC1C(=O)N (4-amino-5-imidazolecarboxamide hydrochloride), CN(C=CC(=O)C1=CC=CC=C1)C (3-dimethylaminoacrylophenone), C([O-])(O)=O.[Na+] (sodium bicarbonate). Solvent: ClCCl (dichloromethane), C(C)(=O)O (acetic acid). Yields the product C1(=CC=CC=C1)C1=CC=NC=2N1C=NC2C(=O)N (4-Phenylimidazo[1,5-a]pyrimidine-8-carboxamide). Isolated yield 43.9%. Reaction SMILES: Cl.[NH2:2][C:3]1[N:4]=[CH:5][NH:6][C:7]=1[C:8]([NH2:10])=[O:9].CN(C)[CH:13]=[CH:14][C:15]([C:17]1[CH:22]=[CH:21][CH:20]=[CH:19][CH:18]=1)=O.C(=O)(O)[O-].[Na+]>C(O)(=O)C.ClCCl>[C:17]1([C:15]2[N:4]3[CH:5]=[N:6][C:7]([C:8]([NH2:10])=[O:9])=[C:3]3[N:2]=[CH:13][CH:14]=2)[CH:22]=[CH:21][CH:20]=[CH:19][CH:18]=1 |f:0.1,3.4|. Procedure: A stirred mixture of 11.0 g of 4-amino-5-imidazolecarboxamide hydrochloride and 15.0 g of 3-dimethylaminoacrylophenone (prepared as described in Example 1) in 120 ml of glacial acetic acid was heated at reflux for 4 hours. The solvent was evaporated in vacuo to give a dark oil which was dissolved in dichloromethane, then treated by stirring with saturated sodium bicarbonate. The organic solvent was evaporated and the remaining mixture was filtered and the solid was washed with water, dried, and ... Run in C(OC)COC (dimethoxyethane), C(OC)COC (dimethoxyethane), C(Cl)Cl (methylene chloride). Reactants: [N+](=O)([O-])C1=C(C(C(Cl)Cl)=CC=C1)O (3-nitrosalicylyl chloride), [H-].[Na+] (NaH), C(=O)=O.CC(=O)C (dry ice acetone), C(CC(=O)OCC)(=O)OCC (diethyl malonate), ice water. Procedure details: A solution of NaH (6.94 g, 0.291 mole) in dimethoxyethane is cooled using dry ice/acetone cooling, treated dropwise with diethyl malonate (46.6 g, 0.29 mole), allowed to warm to 0° C., treated dropwise with a solution of 3-nitrosalicylyl chloride (19.5 g, 0.10 mole) in dimethoxyethane, allowed to warm to room temperature, stirred for 3 hours at room temperature, heated at 60° C. until reaction is complete by HPLC analysis, cooled to room temperature, poured onto a mixture of ice water and methyl... Product: OC1=CC(OC2=C(C=CC=C12)[N+](=O)[O-])=O (4-hydroxy-8-nitrocoumarin). RXN SMILES: [H-].[Na+].C(=O)=O.CC(C)=O.[C:10]([O:18][CH2:19][CH3:20])(=[O:17])[CH2:11][C:12]([O:14]CC)=O.[N+:21]([C:24]1C=CC=[C:26]([CH:27](Cl)Cl)[C:25]=1O)([O-:23])=[O:22]>C(COC)OC.C(Cl)Cl>[OH:14][C:12]1[C:20]2[C:19](=[C:24]([N+:21]([O-:23])=[O:22])[CH:25]=[CH:26][CH:27]=2)[O:18][C:10](=[O:17])[CH:11]=1 |f:0.1,2.3|. Reaction conditions: temperature 0 celsius, time 3 hour. Starting materials: BrC=1C=C(C=C(C1)C(C)(C)C)N1C=NC=C1 (1-(3-bromo-5-tert-butylphenyl)-1H-imidazole), C(C)(C)(C)C1=CC(=NC=C1)N1C2=CC=CC=C2C=2C=CC(=CC12)O (9-(4-tert-butylpyridin-2-yl)-9H-carbazol-2-ol), N1=C(C=CC=C1)C(=O)O (picolinic acid), [O-]P(=O)([O-])[O-].[K+].[K+].[K+] (K3PO4). The reagents and catalysts are [Cu]I (CuI). Run in CS(=O)C (DMSO). Reaction conditions: temperature 100 celsius, time 4 day. The product is C(C)(C)(C)C=1C=C(OC2=CC=3N(C4=CC=CC=C4C3C=C2)C2=NC=CC(=C2)C(C)(C)C)C=C(C1)N1C=NC=C1 (2-(3-tert-butyl-5-(1H-imidazol-1-yl)phenoxy)-9-(4-tert-butylpyridin-2-yl)-9H-carbazole). The yield is 80.5%. Reaction SMILES: Br[C:2]1[CH:3]=[C:4]([N:12]2[CH:16]=[CH:15][N:14]=[CH:13]2)[CH:5]=[C:6]([C:8]([CH3:11])([CH3:10])[CH3:9])[CH:7]=1.[C:17]([C:21]1[CH:26]=[CH:25][N:24]=[C:23]([N:27]2[C:39]3[CH:38]=[C:37]([OH:40])[CH:36]=[CH:35][C:34]=3[C:33]3[C:28]2=[CH:29][CH:30]=[CH:31][CH:32]=3)[CH:22]=1)([CH3:20])([CH3:19])[CH3:18].N1C=CC=CC=1C(O)=O.[O-]P([O-])([O-])=O.[K+].[K+].[K+]>CS(C)=O.[Cu]I>[C:8]([C:6]1[CH:7]=[C:2]([CH:3]=[C:4]([N:12]2[CH:16]=[CH:15][N:14]=[CH:13]2)[CH:5]=1)[O:40][C:37]1[CH:36]=[CH:35][C:34]2[C:33]3[C:28](=[CH:29][CH:30]=[CH:31][CH:32]=3)[N:27]([C:23]3[CH:22]=[C:21]([C:17]([CH3:20])([CH3:19])[CH3:18])[CH:26]=[CH:25][N:24]=3)[C:39]=2[CH:38]=1)([CH3:11])([CH3:10])[CH3:9] |f:3.4.5.6|. Procedure: A mixture of 1-(3-bromo-5-tert-butylphenyl)-1H-imidazole 7 (0.98 g, 3.50 mmol, 1.0 eq), 9-(4-tert-butylpyridin-2-yl)-9H-carbazol-2-ol 10 (1.11 g, 3.50 mmol, 1.0 eq), CuI (0.10 g, 0.53 mmol, 0.15 eq), picolinic acid (0.13 g, 1.05 mmol, 0.30 eq) and K3PO4 (1.78 g, 8.40 mmol, 2.4 eq) in DMSO (7 mL) was stirred at a temperature of 100° C. for four days under a nitrogen atmosphere, then cooled to ambient temperature. The solid was filtered off and washed with plenty of ethyl acetate. The filtrate was... The reactants are CN1CCN(C(=O)C(CC(N)=O)NC(=O)OC(C)(C)C)CC1, O=C(O)CCc1ccc(OCc2ccccc2)cc1OCc1ccccc1. Yields the product CN1CCN(C(=O)C(CC(N)=O)NC(=O)CCc2ccc(OCc3ccccc3)cc2OCc2ccccc2)CC1. Reaction SMILES: [C:28]([O:29][C:30](=[O:31])[NH:35][CH:36]([CH2:37][C:38]([NH2:39])=[O:40])[C:41](=[O:42])[N:43]1[CH2:44][CH2:45][N:46]([CH3:49])[CH2:47][CH2:48]1)([CH3:32])([CH3:33])[CH3:34].[CH2:1]([c:2]1[cH:3][cH:4][cH:5][cH:6][cH:7]1)[O:8][c:9]1[c:10]([CH2:23][CH2:24][C:25](=[O:26])[OH:27])[cH:11][cH:12][c:13]([O:15][CH2:16][c:17]2[cH:18][cH:19][cH:20][cH:21][cH:22]2)[cH:14]1>>[CH2:1]([c:2]1[cH:3][cH:4][cH:5][cH:6][cH:7]1)[O:8][c:9]1[c:10]([CH2:23][CH2:24][C:25](=[O:26])[NH:35][CH:36]([CH2:37][C:38]([NH2:39])=[O:40])[C:41](=[O:42])[N:43]2[CH2:44][CH2:45][N:46]([CH3:49])[CH2:47][CH2:48]2)[cH:11][cH:12][c:13]([O:15][CH2:16][c:17]2[cH:18][cH:19][cH:20][cH:21][cH:22]2)[cH:14]1. The reactants are COC(=O)COc1cc2c(c3c1c(C(=O)C(N)=O)c(C)n3Cc1ccccc1)CCC2, CO, [Li+], C1CCOC1, [OH-]. The product is Cc1c(C(=O)C(N)=O)c2c(OCC(=O)O)cc3c(c2n1Cc1ccccc1)CCC3. RXN SMILES: [CH3:1][O:2][C:3]([CH2:4][O:5][c:6]1[c:7]2[c:8]([C:26]([C:27](=[O:28])[NH2:29])=[O:30])[c:9]([CH3:25])[n:10]([CH2:18][c:19]3[cH:20][cH:21][cH:22][cH:23][cH:24]3)[c:11]2[c:12]2[c:13]([cH:14]1)[CH2:15][CH2:16][CH2:17]2)=[O:31].[CH3:39][OH:40].[Li+:32].[O:34]1[CH2:35][CH2:36][CH2:37][CH2:38]1.[OH-:33]>>[O:2]=[C:3]([CH2:4][O:5][c:6]1[c:7]2[c:8]([C:26]([C:27](=[O:28])[NH2:29])=[O:30])[c:9]([CH3:25])[n:10]([CH2:18][c:19]3[cH:20][cH:21][cH:22][cH:23][cH:24]3)[c:11]2[c:12]2[c:13]([cH:14]1)[CH2:15][CH2:16][CH2:17]2)[OH:31]. The reactants are O=C([O-])O, CCOC(C)=O, CCO, O=[N+]([O-])c1ccc(Cc2cc(OC3CCCC3)cs2)cc1, [Na+], O, Cl[Sn]Cl. Yields the product Nc1ccc(Cc2cc(OC3CCCC3)cs2)cc1. As a reaction SMILES: [C:26](=[O:27])([OH:28])[O-:29].[CH3:31][CH2:32][O:33][C:34](=[O:35])[CH3:36].[CH3:37][CH2:38][OH:39].[CH:1]1([O:6][c:7]2[cH:8][c:9]([CH2:12][c:13]3[cH:14][cH:15][c:16]([N+:19]([O-:20])=[O:21])[cH:17][cH:18]3)[s:10][cH:11]2)[CH2:2][CH2:3][CH2:4][CH2:5]1.[Na+:30].[OH2:22].[Sn:23]([Cl:24])[Cl:25]>>[CH:1]1([O:6][c:7]2[cH:8][c:9]([CH2:12][c:13]3[cH:14][cH:15][c:16]([NH2:19])[cH:17][cH:18]3)[s:10][cH:11]2)[CH2:2][CH2:3][CH2:4][CH2:5]1. The reactants are COC=1C=CC2=C(C=C(CCS2(=O)=O)C(=O)OC)C1 (methyl 7-methoxy-1,1-dioxo-2,3-dihydro-1-benzothiepine-4-carboxylate), Br (hydrobromic acid). Solvent: C(C)(=O)O (acetic acid). Yields the product OC=1C=CC2=C(C=C(CCS2(=O)=O)C(=O)O)C1 (7-hydroxy-1,1-dioxo-2,3-dihydro-1-benzothiepine-4-carboxylic acid). Yield: 82.9%. Reaction SMILES: C[O:2][C:3]1[CH:4]=[CH:5][C:6]2[S:12](=[O:14])(=[O:13])[CH2:11][CH2:10][C:9]([C:15]([O:17]C)=[O:16])=[CH:8][C:7]=2[CH:19]=1.Br>C(O)(=O)C>[OH:2][C:3]1[CH:4]=[CH:5][C:6]2[S:12](=[O:14])(=[O:13])[CH2:11][CH2:10][C:9]([C:15]([OH:17])=[O:16])=[CH:8][C:7]=2[CH:19]=1. Procedure: A mixture of methyl 7-methoxy-1,1-dioxo-2,3-dihydro-1-benzothiepine-4-carboxylate (300 mg), 48% hydrobromic acid (3 ml) and acetic acid (3 ml) was heated at reflux for 4 hours. After concentration under reduced pressure, 48% hydrobromic acid (3 ml) and acetic acid (3 ml) were further added to the reaction mixture, which was heated at reflux for 8 hours. After concentration under reduced pressure, the precipitated crystals were collected by filtration. The crystals were washed with diisopropyl et... The reactants are NC1=NC(=NC2=CC(=C(C=C12)OC)OC)Cl (4-amino-2-chloro-6,7-dimethoxyquinazoline), N1(CCNCC1)C1=NC=C2C(=N1)NN(C2=O)C (6-piperazino-2-methyl-3-oxo-2,3-dihydro-1H-pyrazolo[3,4-d]pyrimidine), C(C)O (ethanol). Solvent: C(CC(C)C)O (isoamyl alcohol). The product is Cl.NC1=NC(=NC2=CC(=C(C=C12)OC)OC)N1CCN(CC1)C1=NC=C2C(=N1)NN(C2=O)C (4-Amino-6,7-dimethoxy-2-(4-(2-methyl-3-oxo-2,3-dihydro-1H-pyrazolo[3,4-d]pyrimidine-6-yl)piperazino)quinazoline hydrochloride). Isolated yield 83.8%. Reaction SMILES: [NH2:1][C:2]1[C:11]2[C:6](=[CH:7][C:8]([O:14][CH3:15])=[C:9]([O:12][CH3:13])[CH:10]=2)[N:5]=[C:4]([Cl:16])[N:3]=1.[N:17]1([C:23]2[N:28]=[C:27]3[NH:29][N:30]([CH3:33])[C:31](=[O:32])[C:26]3=[CH:25][N:24]=2)[CH2:22][CH2:21][NH:20][CH2:19][CH2:18]1.C(O)C>C(O)CC(C)C>[ClH:16].[NH2:1][C:2]1[C:11]2[C:6](=[CH:7][C:8]([O:14][CH3:15])=[C:9]([O:12][CH3:13])[CH:10]=2)[N:5]=[C:4]([N:20]2[CH2:19][CH2:18][N:17]([C:23]3[N:28]=[C:27]4[NH:29][N:30]([CH3:33])[C:31](=[O:32])[C:26]4=[CH:25][N:24]=3)[CH2:22][CH2:21]2)[N:3]=1 |f:4.5|. Reported procedure: Refluxed for 5 hours in isoamyl alcohol (30 ml) were 1.74 g (7.3 mmol) of 4-amino-2-chloro-6,7-dimethoxyquinazoline and 1.60 g (7.3 mmol) of the 6-piperazino-2-methyl-3-oxo-2,3-dihydro-1H-pyrazolo[3,4-d]pyrimidine synthesized in Referential Example 82. After allowing the reaction mixture to cool down, the resultant crystals were collected by filtration and then washed with ethanol. The thus-obtained crude crystals were added with ethanol and refluxed for 2 hours. After allowing the mixture to co...